From a dataset of the Open Reaction Database (ORD), a public repository of structured organic reaction records. describe an organic reaction: reactants, conditions, products, and yield Run in CO (methanol). Yield: 84.0%. Reaction SMILES: [OH:1][CH2:2][CH2:3][N:4]1[CH2:9][CH2:8][NH:7][CH2:6][CH2:5]1.[CH2:10]=O.[H][H]>[C].[Pd].CO>[OH:1][CH2:2][CH2:3][N:4]1[CH2:9][CH2:8][N:7]([CH3:10])[CH2:6][CH2:5]1 |f:3.4|. Product: OCCN1CCN(CC1)C (1-(2-Hydroxyethyl)-4-methylpiperazine). Reactants: OCCN1CCNCC1 (1-(2-hydroxyethyl)piperazine), C=O (formaldehyde), [H][H] (hydrogen). Procedure: A mixture of 1-(2-hydroxyethyl)piperazine (10.0 g, 76.8 mmol), 37% aqueous formaldehyde solution (11.5 ml, 154 mmol), 10% palladium carbon catalyst (1.0 g) and methanol (100 ml) was stirred for 13 hr at room temperature in a hydrogen atmosphere. The reaction mixture was filtrated and the filtrate was concentrated. To the obtained residue was added 2N hydrochloric acid, and the mixture was washed with diethyl ether (200 ml). Sodium hydroxide (16 g) was added to the aqueous layer to make the layer... The reagents and catalysts are [C].[Pd] (palladium carbon). Reactants: N1N=C(C=C1)N (1H-Pyrazol-3-ylamine), C(C1=CC=CC=C1)(=O)N=C=S (benzoyl isothiocyanate), C(C1=CC=CC=C1)(=O)NC(=S)NC1=NNC=C1 (1-benzoyl-3-(1H-pyrazol-3-yl)-thiourea). Run in CN(C)C=O (DMF). Reaction conditions: temperature 100 celsius. Product: N1N=C(C=C1)NC(=S)N ((1H-Pyrazol-3-yl)-thiourea). Reaction SMILES: N1C=CC(N)=N1.C(N=C=S)(=O)C1C=CC=CC=1.C([NH:26][C:27]([NH:29][C:30]1[CH:34]=[CH:33][NH:32][N:31]=1)=[S:28])(=O)C1C=CC=CC=1>CN(C=O)C>[NH:32]1[CH:33]=[CH:34][C:30]([NH:29][C:27]([NH2:26])=[S:28])=[N:31]1. Procedure details: 1H-Pyrazol-3-ylamine (9.5 g, 114 mmol) is added to a stirred solution of benzoyl isothiocyanate (19.6 g, 120 mmol) in DMF (100 ml) at room temperature. The solution is heated at 100° C. for 30 minutes, allowed to cool and poured onto water (1000 ml). The yellow suspension of 1-benzoyl-3-(1H-pyrazol-3-yl)-thiourea is removed by filtration and washed with water. This material is dissolved in 2M aqueous sodium hydroxide (120 ml) and the solution is heated at reflux for 30 minutes. After cooling to ... Reactants: COC([C@@H](NC(C1=C(C=CC=C1Cl)Cl)=O)CC1=CC=C(C=C1)C1=C(C=CC=C1)CO)=O (N-(2,6-dichlorobenzoyl)-4-[2-(hydroxymethyl)phenyl]-L-phenylalanine methyl ester), C(Br)(Br)(Br)Br (CBr4), C1=CC=C(C=C1)P(C2=CC=CC=C2)C3=CC=CC=C3 (PPh3). The solvent is C(Cl)Cl (CH2Cl2). Reaction conditions: time 18 hour. Product: COC([C@@H](NC(C1=C(C=CC=C1Cl)Cl)=O)CC1=CC=C(C=C1)C1=C(C=CC=C1)CBr)=O (N-(2,6-dichlorobenzoyl)-4-[2-(bromomethyl)phenyl]-L-phenylalanine methyl ester). Isolated yield 70.3%. RXN SMILES: [CH3:1][O:2][C:3](=[O:31])[C@H:4]([CH2:16][C:17]1[CH:22]=[CH:21][C:20]([C:23]2[CH:28]=[CH:27][CH:26]=[CH:25][C:24]=2[CH2:29]O)=[CH:19][CH:18]=1)[NH:5][C:6](=[O:15])[C:7]1[C:12]([Cl:13])=[CH:11][CH:10]=[CH:9][C:8]=1[Cl:14].C(Br)(Br)(Br)[Br:33].C1C=CC(P(C2C=CC=CC=2)C2C=CC=CC=2)=CC=1>C(Cl)Cl>[CH3:1][O:2][C:3](=[O:31])[C@H:4]([CH2:16][C:17]1[CH:22]=[CH:21][C:20]([C:23]2[CH:28]=[CH:27][CH:26]=[CH:25][C:24]=2[CH2:29][Br:33])=[CH:19][CH:18]=1)[NH:5][C:6](=[O:15])[C:7]1[C:12]([Cl:13])=[CH:11][CH:10]=[CH:9][C:8]=1[Cl:14]. Reported procedure: A mixture of N-(2,6-dichlorobenzoyl)-4-[2-(hydroxymethyl)phenyl]-L-phenylalanine methyl ester (0.15 g), CBr4 (0.22 g) and PPh3 (0.173 g) in CH2Cl2 (5 mL) was stirred at room temperature for 18 h. The solvent was evaporated and the residue was purified by flash column chromatography (silica gel; eluent: CH2Cl2/EtOAc 9:1 to 8:1) to yield 0.12 g of N-(2,6-dichlorobenzoyl)-4-[2-(bromomethyl)phenyl]-L-phenylalanine methyl ester. ESMS: m/z 522 (MH+). Starting materials: IC=1C=C(C=CC1C)NC(C1=CN=C(C=C1)N1CCNCC1)=O (N-(3-iodo-4-methyl-phenyl)-6-piperazin-1-yl-nicotinamide), [C@H]1(CC[C@H](CC1)C(=O)O)C(=O)O (trans-1,4-cyclohexane dicarboxylic acid), CCN=C=NCCCN(C)C (EDCI). The solvent is CN(C)C=O (DMF). Reaction conditions: time 8 hour. The product is IC=1C=C(C=CC1C)NC(=O)C=1C=CC(=NC1)N1CCN(CC1)C(=O)C1CCC(CC1)C(=O)O (4-{4-[5-(3-Iodo-4-methyl-phenylcarbamoyl)-pyridin-2-yl]-piperazine-1-carbonyl}-cyclohexanecarboxylic acid). Isolated yield 12.4%. As a reaction SMILES: [I:1][C:2]1[CH:3]=[C:4]([NH:9][C:10](=[O:23])[C:11]2[CH:16]=[CH:15][C:14]([N:17]3[CH2:22][CH2:21][NH:20][CH2:19][CH2:18]3)=[N:13][CH:12]=2)[CH:5]=[CH:6][C:7]=1[CH3:8].[C@H:24]1([C:33](O)=[O:34])[CH2:29][CH2:28][C@H:27]([C:30]([OH:32])=[O:31])[CH2:26][CH2:25]1.CCN=C=NCCCN(C)C>CN(C=O)C>[I:1][C:2]1[CH:3]=[C:4]([NH:9][C:10]([C:11]2[CH:16]=[CH:15][C:14]([N:17]3[CH2:18][CH2:19][N:20]([C:33]([CH:24]4[CH2:25][CH2:26][CH:27]([C:30]([OH:32])=[O:31])[CH2:28][CH2:29]4)=[O:34])[CH2:21][CH2:22]3)=[N:13][CH:12]=2)=[O:23])[CH:5]=[CH:6][C:7]=1[CH3:8]. Procedure details: A mixture of N-(3-iodo-4-methyl-phenyl)-6-piperazin-1-yl-nicotinamide (60 mg, 0.14 mmol), trans-1,4-cyclohexane dicarboxylic acid (122 mg, 0.71 mmol) in DMF (10 mL) was treated with EDCI (130 mg, 0.71 mmol). After stirring overnight the reaction mixture was partitioned between EtOAc and water. The water layer was made basic to pH 13 with solid NaOH. The EtOAc layer was removed and then the water layer was acidified to pH 5 with aq conc. HCl and extracted again with EtOAc. The EtOAc layer obtaine... Product: O=C(NC1CC1B2OC(C)(C)C(O2)(C)C)C3CCCCC3. The reagents and catalysts are N=1C=C(C(=C2C=CC3=C(N=CC(=C3C)C)C12)C)C, O1BOC(C)(C)C1(C)C, C[OH2+].C[OH2+].C1CC=CCCC=C1.C1CC=CCCC=C1.[Ir].[Ir]. Procedure: 1d (200 mg, 1.2 mmol) and HBpin (0.26 mL, 1.8 mmol) were used. Purification was performed by MPLC (hexane/ethyl acetate = 7:3 to 2:3) to afford a mixture of 1d and 2d (NMR yield 3%). The mixture was purified again by GPC to afford 2d as a white solid. 1 Conditions: temperature 80 celsius, time 18 hour. The yield is 3.0%. Starting materials: O=C(NC1CC1)C2CCCCC2. The solvent is C1CCCCC1. The product is CC(C)(N)Cc1ccc(Oc2ccc(C(N)=O)cc2)cc1. Starting materials: CS(C)=O, [K+], [K+], CC(C)(N)Cc1ccc(Oc2ccc(C#N)cc2)cc1, O=C([O-])[O-], O, OO. As a reaction SMILES: [CH3:29][S:30]([CH3:31])=[O:32].[K+:23].[K+:24].[NH2:3][C:4]([CH2:5][c:6]1[cH:7][cH:8][c:9]([O:10][c:11]2[cH:12][cH:13][c:14]([C:15]#[N:16])[cH:17][cH:18]2)[cH:19][cH:20]1)([CH3:21])[CH3:22].[O-:25][C:26]([O-:27])=[O:28].[OH2:33].[OH:1][OH:2]>>[NH2:3][C:4]([CH2:5][c:6]1[cH:7][cH:8][c:9]([O:10][c:11]2[cH:12][cH:13][c:14]([C:15]([NH2:16])=[O:25])[cH:17][cH:18]2)[cH:19][cH:20]1)([CH3:21])[CH3:22]. The reactants are Cc1ccccc1OCC(=O)Nc1ccc(-c2nc3cc([N+](=O)[O-])ccc3o2)cc1, CO, ClCCl. Product: Cc1ccccc1OCC(=O)Nc1ccc(-c2nc3cc(N)ccc3o2)cc1. Reaction SMILES: [CH3:1][c:2]1[c:3]([O:4][CH2:5][C:6](=[O:7])[NH:8][c:9]2[cH:10][cH:11][c:12](-[c:15]3[o:16][c:17]4[c:18]([n:19]3)[cH:20][c:21]([N+:24]([O-:25])=[O:26])[cH:22][cH:23]4)[cH:13][cH:14]2)[cH:27][cH:28][cH:29][cH:30]1.[CH3:34][OH:35].[Cl:31][CH2:32][Cl:33]>>[CH3:1][c:2]1[c:3]([O:4][CH2:5][C:6](=[O:7])[NH:8][c:9]2[cH:10][cH:11][c:12](-[c:15]3[o:16][c:17]4[c:18]([n:19]3)[cH:20][c:21]([NH2:24])[cH:22][cH:23]4)[cH:13][cH:14]2)[cH:27][cH:28][cH:29][cH:30]1. The reactants are CCOCC, O=S(=O)(Cl)C(F)(F)F, OC(c1ccc(F)cc1)C(F)(F)C(F)(F)F, [H-], [Na+]. Product: O=S(=O)(OC(c1ccc(F)cc1)C(F)(F)C(F)(F)F)C(F)(F)F. As a reaction SMILES: [CH2:27]([O:28][CH2:29][CH3:30])[CH3:31].[F:19][C:20]([S:21](=[O:22])(=[O:23])[Cl:24])([F:25])[F:26].[F:3][C:4]([CH:5]([OH:6])[c:7]1[cH:8][cH:9][c:10]([F:13])[cH:11][cH:12]1)([C:14]([F:15])([F:16])[F:17])[F:18].[H-:2].[Na+:1]>>[F:3][C:4]([CH:5]([O:6][S:21]([C:20]([F:19])([F:25])[F:26])(=[O:22])=[O:23])[c:7]1[cH:8][cH:9][c:10]([F:13])[cH:11][cH:12]1)([C:14]([F:15])([F:16])[F:17])[F:18].